From a dataset of the Open Reaction Database (ORD), a public repository of structured organic reaction records. describe an organic reaction: reactants, conditions, products, and yield Reactants: CN1CC2=C(C(CC1)O)C=CO2 (7-methyl-5,6,7,8-tetrahydro-4H-furo[2,3-c]azepin-4-ol), ClC1=C(C(=CC=C1)F)C(F)(F)F (2-chloro-6-fluorobenzotrifluoride). Product: ClC=1C(=C(C=CC1)OC1C2=C(CN(CC1)C)OC=C2)C(F)(F)F (4-[3-Chloro-2-(trifluoromethyl)phenyloxy]-7-methyl-5,6,7,8-tetrahydro-4H-furo[2,3-c]azepine). As a reaction SMILES: [CH3:1][N:2]1[CH2:8][CH2:7][CH:6]([OH:9])[C:5]2[CH:10]=[CH:11][O:12][C:4]=2[CH2:3]1.[Cl:13][C:14]1[CH:19]=[CH:18][CH:17]=[C:16](F)[C:15]=1[C:21]([F:24])([F:23])[F:22]>>[Cl:13][C:14]1[C:15]([C:21]([F:22])([F:23])[F:24])=[C:16]([O:9][CH:6]2[CH2:7][CH2:8][N:2]([CH3:1])[CH2:3][C:4]3[O:12][CH:11]=[CH:10][C:5]2=3)[CH:17]=[CH:18][CH:19]=1. Reported procedure: The same method as in Example 1 was conducted using 7-methyl-5,6,7,8-tetrahydro-4H-furo[2,3-c]azepin-4-ol (Reference Example 19) instead of 6-methyl-4,5,6,7-tetrahydrothieno[2,3-c]pyridin-4-ol (Reference Example 6) and was conducted using 2-chloro-6-fluorobenzotrifluoride instead of 1-fluoronaphthalene to give the objective compound. Reactants: CCCCCC=C1CCC(Nc2ncnc(CC)c2Cl)CC1, O=C(OO)c1cccc(Cl)c1, ClCCl. Product: CCCCCC1OC12CCC(Nc1ncnc(CC)c1Cl)CC2. Reaction SMILES: [Cl:12][c:13]1[c:14]([NH:21][CH:22]2[CH2:23][CH2:24][C:25](=[CH:28][CH2:29][CH2:30][CH2:31][CH2:32][CH3:33])[CH2:26][CH2:27]2)[n:15][cH:16][n:17][c:18]1[CH2:19][CH3:20].[Cl:1][c:2]1[cH:3][cH:4][cH:5][c:6]([C:7]([O:8][OH:10])=[O:9])[cH:11]1.[Cl:34][CH2:35][Cl:36]>>[O:9]1[C:25]2([CH2:24][CH2:23][CH:22]([NH:21][c:14]3[c:13]([Cl:12])[c:18]([CH2:19][CH3:20])[n:17][cH:16][n:15]3)[CH2:27][CH2:26]2)[CH:28]1[CH2:29][CH2:30][CH2:31][CH2:32][CH3:33]. Reactants: COc1cccc(C(Oc2ccc3c(cnn3-c3ccc(F)cc3)c2)C(C)N)c1, O=C(O)c1cc2ccccn2n1. The product is COc1cccc(C(Oc2ccc3c(cnn3-c3ccc(F)cc3)c2)C(C)NC(=O)c2cc3ccccn3n2)c1. Reaction SMILES: [F:1][c:2]1[cH:3][cH:4][c:5](-[n:8]2[n:9][cH:10][c:11]3[cH:12][c:13]([O:17][CH:18]([CH:19]([CH3:20])[NH2:21])[c:22]4[cH:23][c:24]([O:28][CH3:29])[cH:25][cH:26][cH:27]4)[cH:14][cH:15][c:16]23)[cH:6][cH:7]1.[n:30]1[c:31]([C:39](=[O:40])[OH:41])[cH:32][c:33]2[n:34]1[cH:35][cH:36][cH:37][cH:38]2>>[F:1][c:2]1[cH:3][cH:4][c:5](-[n:8]2[n:9][cH:10][c:11]3[cH:12][c:13]([O:17][CH:18]([CH:19]([CH3:20])[NH:21][C:39]([c:31]4[n:30][n:34]5[c:33]([cH:32]4)[cH:38][cH:37][cH:36][cH:35]5)=[O:40])[c:22]4[cH:23][c:24]([O:28][CH3:29])[cH:25][cH:26][cH:27]4)[cH:14][cH:15][c:16]23)[cH:6][cH:7]1. As a reaction SMILES: [CH3:1][O:2][C:3]([CH2:4][CH2:5][c:6]1[c:7]([CH3:29])[cH:8][c:9]([O:12][CH2:13][c:14]2[s:15][c:16](-[c:19]3[cH:20][cH:21][c:22]([C:25]([F:26])([F:27])[F:28])[cH:23][cH:24]3)[cH:17][cH:18]2)[cH:10][cH:11]1)=[O:30].[Na+:32].[OH-:31]>>[O:2]=[C:3]([CH2:4][CH2:5][c:6]1[c:7]([CH3:29])[cH:8][c:9]([O:12][CH2:13][c:14]2[s:15][c:16](-[c:19]3[cH:20][cH:21][c:22]([C:25]([F:26])([F:27])[F:28])[cH:23][cH:24]3)[cH:17][cH:18]2)[cH:10][cH:11]1)[OH:30]. The product is Cc1cc(OCc2ccc(-c3ccc(C(F)(F)F)cc3)s2)ccc1CCC(=O)O. Reactants: COC(=O)CCc1ccc(OCc2ccc(-c3ccc(C(F)(F)F)cc3)s2)cc1C, [Na+], [OH-]. The reactants are CN1C=C(C(C2=CC(=C(C=C12)Cl)F)=O)C(=O)O (1-methyl-6-fluoro-7-chloro-4-oxo-1,4-dihydroquinoline-3-carboxylic acid), O.O.O.O.O.O.N1CCNCC1 (piperazine hexahydrate). The product is Cl.CN1C=C(C(C2=CC(=C(C=C12)N1CCNCC1)F)=O)C(=O)O (1-methyl-6-fluoro-7-(1-piperazinyl)-4-oxo-1,4-dihydroquinoline-3-carboxylic acid hydrochloride). The yield is 39.9%. RXN SMILES: [CH3:1][N:2]1[C:11]2[C:6](=[CH:7][C:8]([F:13])=[C:9]([Cl:12])[CH:10]=2)[C:5](=[O:14])[C:4]([C:15]([OH:17])=[O:16])=[CH:3]1.O.O.O.O.O.O.[NH:24]1[CH2:29][CH2:28][NH:27][CH2:26][CH2:25]1>>[ClH:12].[CH3:1][N:2]1[C:11]2[C:6](=[CH:7][C:8]([F:13])=[C:9]([N:24]3[CH2:29][CH2:28][NH:27][CH2:26][CH2:25]3)[CH:10]=2)[C:5](=[O:14])[C:4]([C:15]([OH:17])=[O:16])=[CH:3]1 |f:1.2.3.4.5.6.7,8.9|. Reported procedure: A mixture of 1-methyl-6-fluoro-7-chloro-4-oxo-1,4-dihydroquinoline-3-carboxylic acid 0.85 g (3.3 millimole) and piperazine hexahydrate 10 g (50 millimole) was heated in a sealed tube at 125°-135° C. (inner temperature) for 22 hours. After cooling, the reaction mixture was evaporated under vacuum. The residue was acidified with acetic acid and the insoluble matters were removed by filtration. The filtrate was neutralized with an aqueous solution of caustic soda. The precipitated crystals were col... The reactants are C(C)(C)(C)OC(=O)N1CCC(=CC1)C=1C=CC2=C(N3N=C(C=C3CCO2)C=2N(N=CN2)CC(F)(F)F)C1 (4-{2-[2-(2,2,2-trifluoro-ethyl)-2H-[1,2,4]triazol-3-yl]-4,5-dihydro-6-oxa-1,10b-diaza-benzo[e]azulen-9-yl}-3,6-dihydro-2H-pyridine-1-carboxylic acid tert butyl ester), Cl (HCl), C(C)OCC (diethyl ether). The reagents and catalysts are [Pd] (Pd/C). Solvent: IMS, IMS. Reaction conditions: time 18 hour. Product: N1CCC(CC1)C1=CC2=C(OCCC=3N2N=C(C3)C3=NC=NN3CC(F)(F)F)C=C1 (9-(piperidin-4-yl)-2-(1-(2,2,2-trifluoroethyl)-1H-1,2,4-triazol-5-yl)-4,5-dihydrobenzo[b]pyrazolo[1,5-d][1,4]oxazepine). Isolated yield 74.0%. As a reaction SMILES: C(OC([N:8]1[CH2:13][CH:12]=[C:11]([C:14]2[CH:15]=[CH:16][C:17]3[O:26][CH2:25][CH2:24][C:23]4[N:19]([N:20]=[C:21]([C:27]5[N:28]([CH2:32][C:33]([F:36])([F:35])[F:34])[N:29]=[CH:30][N:31]=5)[CH:22]=4)[C:18]=3[CH:37]=2)[CH2:10][CH2:9]1)=O)(C)(C)C.Cl.C(OCC)C>[Pd]>[NH:8]1[CH2:13][CH2:12][CH:11]([C:14]2[CH:15]=[CH:16][C:17]3[O:26][CH2:25][CH2:24][C:23]4[N:19]([N:20]=[C:21]([C:27]5[N:28]([CH2:32][C:33]([F:35])([F:34])[F:36])[N:29]=[CH:30][N:31]=5)[CH:22]=4)[C:18]=3[CH:37]=2)[CH2:10][CH2:9]1. Reported procedure: A solution of 4-{2-[2-(2,2,2-trifluoro-ethyl)-2H-[1,2,4]triazol-3-yl]-4,5-dihydro-6-oxa-1,10b-diaza-benzo[e]azulen-9-yl}-3,6-dihydro-2H-pyridine-1-carboxylic acid tert butyl ester (232 mg, 0.41 mmol) in IMS (10 mL) was treated with a slurry of Pd/C (170 mg, 10% wt Pd on carbon, 50% water) in IMS. The mixture was degassed then the atmosphere evacuated and back-filled with hydrogen and then stirred at RT for 18 h. The reaction mixture was filtered through Ceilte® with ethyl acetate washings and th...